describe an organic reaction: reactants, conditions, products, and yield From a dataset of the Open Reaction Database (ORD), a public repository of structured organic reaction records. Starting materials: C1(CC1)N1C=C(C(C2=CC(=C(C=C12)F)F)=O)C(=O)O (1-cyclopropyl-6,7-difluoro-1,4- dihydro-4-oxoquinoline-3-carboxylic acid), FC1=C2CNCC2=CC=C1 (4-fluoroisoindoline). Run in CN(C)C=O (DMF). Run at temperature 110 celsius. The product is FC1=C2CN(CC2=CC=C1)C1=C(C=C2C(C(=CN(C2=C1)C1CC1)C(=O)O)=O)F (7-(4-fluoro-2-isoindolinyl)-1-cyclopropyl-6-fluoro 1,4- dihydro-4-oxoquinoline-3-carboxylic acid). Yield: 43.4%. As a reaction SMILES: [CH:1]1([N:4]2[C:13]3[C:8](=[CH:9][C:10]([F:15])=[C:11](F)[CH:12]=3)[C:7](=[O:16])[C:6]([C:17]([OH:19])=[O:18])=[CH:5]2)[CH2:3][CH2:2]1.[F:20][C:21]1[CH:29]=[CH:28][CH:27]=[C:26]2[C:22]=1[CH2:23][NH:24][CH2:25]2>CN(C=O)C>[F:20][C:21]1[CH:29]=[CH:28][CH:27]=[C:26]2[C:22]=1[CH2:23][N:24]([C:11]1[CH:12]=[C:13]3[C:8]([C:7](=[O:16])[C:6]([C:17]([OH:19])=[O:18])=[CH:5][N:4]3[CH:1]3[CH2:3][CH2:2]3)=[CH:9][C:10]=1[F:15])[CH2:25]2. Procedure: A mixture of 136 mg of 1-cyclopropyl-6,7-difluoro-1,4- dihydro-4-oxoquinoline-3-carboxylic acid, 206 mg of 4-fluoroisoindoline, and 1.5 ml of anhydrous DMF was heated at 110° C. for 1.5 hours while stirring. The resulting reaction mixture was evaporated under reduced pressure to dryness. 20 ml of chloroform and 10 ml of 5% acetic acid were added to the residue thus obtained, and the mixture was stirred. The deposited crystals were collected by filtration and washed with water and then ethanol. T...